This data is from the Open Reaction Database (ORD), a public repository of structured organic reaction records. The task is: describe an organic reaction: reactants, conditions, products, and yield The reactants are Cl.NO (Hydroxylamine hydrochloride), C(=O)C1=C(C=NN1C(C)(C)C)C(=O)OCC (5-formyl-1-tert-butyl-1H-pyrazole-4-carboxylic acid, ethyl ester), ice water. Solvent: C(C)O (ethanol). Reaction conditions: time 16 hour. Yields the product ON=CC1=C(C=NN1C(C)(C)C)C(=O)OCC (5-(hydroxyiminomethyl)-1-tert-butyl-1H-pyrazole-4-carboxylic acid, ethyl ester). Yield: 40.4%. Reaction SMILES: Cl.[NH2:2][OH:3].[CH:4]([C:6]1[N:10]([C:11]([CH3:14])([CH3:13])[CH3:12])[N:9]=[CH:8][C:7]=1[C:15]([O:17][CH2:18][CH3:19])=[O:16])=O>C(O)C>[OH:3][N:2]=[CH:4][C:6]1[N:10]([C:11]([CH3:14])([CH3:13])[CH3:12])[N:9]=[CH:8][C:7]=1[C:15]([O:17][CH2:18][CH3:19])=[O:16] |f:0.1|. Procedure details: Hydroxylamine hydrochloride (4.3 grams, 0.062 mole) was added to a cold solution of 5-formyl-1-tert-butyl-1H-pyrazole-4-carboxylic acid, ethyl ester (7 grams, 0.031 mole) in absolute ethanol (40 ml). The reaction mixture was stirred in the cold for thirty minutes, then at room temperature for 16 hours. The reaction mixture was then poured over ice-water, and the precipitated product was separated, dried, and recrystallized from toluene, yielding 3 grams of 5-(hydroxyiminomethyl)-1-tert-butyl-1H-... As a reaction SMILES: CC1(C)C(C)(C)OB([C:9]2[CH:10]=[C:11]3[C:15](=[CH:16][CH:17]=2)[C:14](=[O:18])[CH2:13][CH2:12]3)O1.Br[C:21]1[S:22][CH:23]=[CH:24][N:25]=1>COCCOC>[S:22]1[CH:23]=[CH:24][N:25]=[C:21]1[C:9]1[CH:10]=[C:11]2[C:15](=[CH:16][CH:17]=1)[C:14](=[O:18])[CH2:13][CH2:12]2. Starting materials: CC1(OB(OC1(C)C)C=1C=C2CCC(C2=CC1)=O)C (5-(4,4,5,5-Tetramethyl-1,3,2-dioxaborolan-2-yl)indan-1-one), BrC=1SC=CN1 (2-bromothiazole). Yields the product S1C(=NC=C1)C=1C=C2CCC(C2=CC1)=O (5-(1,3-Thiazol-2-yl)indan-1-one). Solvent: COCCOC (DME). Reaction conditions: time 8 hour. Reported procedure: 5-(4,4,5,5-Tetramethyl-1,3,2-dioxaborolan-2-yl)indan-1-one (SM-1a, 350 mg, 0.95 mmol) and 2-bromothiazole (156 mg, 0.95 mmol) were combined in DME (10 mL), and the mixture was purged with nitrogen for 10 minutes. Aqueous sodium carbonate solution (2M, 0.95 mL) and Pd(dppf)Cl2 (34 mg, 5 mol %) were added. The solution was purged with nitrogen for 10 minutes and was heated at reflux for 5 hours. The reaction was cooled and held at room temperature overnight. The reaction mixture was partitioned be... The reactants are CC(C)(C)[Si](C)(C)OC(CCC1CCC(=O)N1)Cc1ccccc1, C[Si](C)(C)[N-][Si](C)(C)C, COC(=O)c1ccc(CCCBr)cc1, [Na+], CN(C)C=O. The product is COC(=O)c1ccc(CCCN2C(=O)CCC2CCC(Cc2ccccc2)O[Si](C)(C)C(C)(C)C)cc1. As a reaction SMILES: [C:1]([CH3:2])([CH3:3])([CH3:4])[Si:5]([O:6][CH:7]([CH2:8][CH2:9][CH:10]1[CH2:11][CH2:12][C:13](=[O:15])[NH:14]1)[CH2:16][c:17]1[cH:18][cH:19][cH:20][cH:21][cH:22]1)([CH3:23])[CH3:24].[CH3:26][Si:27]([N-:28][Si:29]([CH3:30])([CH3:31])[CH3:32])([CH3:33])[CH3:34].[CH3:35][O:36][C:37]([c:38]1[cH:39][cH:40][c:41]([CH2:44][CH2:45][CH2:46][Br:47])[cH:42][cH:43]1)=[O:48].[Na+:25].[O:49]=[CH:50][N:51]([CH3:52])[CH3:53]>>[C:1]([CH3:2])([CH3:3])([CH3:4])[Si:5]([O:6][CH:7]([CH2:8][CH2:9][CH:10]1[CH2:11][CH2:12][C:13](=[O:15])[N:14]1[CH2:46][CH2:45][CH2:44][c:41]1[cH:40][cH:39][c:38]([C:37]([O:36][CH3:35])=[O:48])[cH:43][cH:42]1)[CH2:16][c:17]1[cH:18][cH:19][cH:20][cH:21][cH:22]1)([CH3:23])[CH3:24]. Starting materials: FC(C=1C=C(C=C(C1)C(F)(F)F)[C@@H]1[C@@H](N(C(O1)=O)CC1=C(C=CC(=C1)C(F)(F)F)C1=CC(=CC=C1OC)C=1C=CC(=NC1C)C(=O)OCC1=CC=CC=C1)C)(F)F (Benzyl 5-[2′-({(4S,5R)-5-[3,5-bis(trifluoromethyl)phenyl]-4-methyl-2-oxo-1,3-oxazolidin-3-yl}methyl)-6-methoxy-4′-(trifluoromethyl)biphenyl-3-yl]-6-methylpyridine-2-carboxylate). Reagents/catalysts: [Pd] (palladium). Solvent: C(C)O (ethanol). Reaction conditions: time 3 hour. Product: FC(C=1C=C(C=C(C1)C(F)(F)F)[C@@H]1[C@@H](N(C(O1)=O)CC1=C(C=CC(=C1)C(F)(F)F)C1=CC(=CC=C1OC)C=1C=CC(=NC1C)C(=O)O)C)(F)F (5-[2′-({(4S,5R)-5-[3,5-bis(trifluoromethyl)phenyl]-4-methyl-2-oxo-1,3-oxazolidin-3-yl}methyl)-6-methoxy-4′-(trifluoromethyl)biphenyl-3-yl]-6-methylpyridine-2-carboxylic acid). As a reaction SMILES: [F:1][C:2]([F:57])([F:56])[C:3]1[CH:4]=[C:5]([C@H:13]2[O:17][C:16](=[O:18])[N:15]([CH2:19][C:20]3[CH:25]=[C:24]([C:26]([F:29])([F:28])[F:27])[CH:23]=[CH:22][C:21]=3[C:30]3[C:35]([O:36][CH3:37])=[CH:34][CH:33]=[C:32]([C:38]4[CH:39]=[CH:40][C:41]([C:45]([O:47]CC5C=CC=CC=5)=[O:46])=[N:42][C:43]=4[CH3:44])[CH:31]=3)[C@H:14]2[CH3:55])[CH:6]=[C:7]([C:9]([F:12])([F:11])[F:10])[CH:8]=1>C(O)C.[Pd]>[F:57][C:2]([F:1])([F:56])[C:3]1[CH:4]=[C:5]([C@H:13]2[O:17][C:16](=[O:18])[N:15]([CH2:19][C:20]3[CH:25]=[C:24]([C:26]([F:27])([F:28])[F:29])[CH:23]=[CH:22][C:21]=3[C:30]3[C:35]([O:36][CH3:37])=[CH:34][CH:33]=[C:32]([C:38]4[CH:39]=[CH:40][C:41]([C:45]([OH:47])=[O:46])=[N:42][C:43]=4[CH3:44])[CH:31]=3)[C@H:14]2[CH3:55])[CH:6]=[C:7]([C:9]([F:12])([F:11])[F:10])[CH:8]=1. Reported procedure: Benzyl 5-[2′-({(4S,5R)-5-[3,5-bis(trifluoromethyl)phenyl]-4-methyl-2-oxo-1,3-oxazolidin-3-yl}methyl)-6-methoxy-4′-(trifluoromethyl)biphenyl-3-yl]-6-methylpyridine-2-carboxylate (52 mg, 0.065 mmol), palladium/active carbon (10%, w/w) (25 mg) were mixed in ethanol (10 mL). The resulting mixture was degassed and subject to H2 under 45 psi at room temperature on a Parr shaker for 3 hours to complete the reaction. The reaction mixture was filtered through a pad of Celite (521). The filtrate was conce... Starting materials: Cc1ccc(C#N)c(SC(CNC(=O)OC(C)(C)C)c2ccccc2)n1, Cl, C1COCCO1. The product is Cc1ccc(C#N)c(SC(CN)c2ccccc2)n1, Cl. RXN SMILES: [C:1](#[N:2])[c:3]1[c:4]([S:10][CH:11]([CH2:12][NH:13][C:14](=[O:15])[O:16][C:17]([CH3:18])([CH3:19])[CH3:20])[c:21]2[cH:22][cH:23][cH:24][cH:25][cH:26]2)[n:5][c:6]([CH3:9])[cH:7][cH:8]1.[ClH:27].[O:28]1[CH2:29][CH2:30][O:31][CH2:32][CH2:33]1>>[C:1](#[N:2])[c:3]1[c:4]([S:10][CH:11]([CH2:12][NH2:13])[c:21]2[cH:22][cH:23][cH:24][cH:25][cH:26]2)[n:5][c:6]([CH3:9])[cH:7][cH:8]1.[ClH:27]. Reactants: O=C([O-])C=CC(=O)[O-], C#CCNC=Nc1ccc(-c2c[nH]c(C)n2)cc1. The product is CNC=Nc1ccc(-c2c[nH]c(C)n2)cc1. As a reaction SMILES: [C:19]([O-:20])(=[O:21])[CH:22]=[CH:23][C:24]([O-:25])=[O:26].[CH2:1]([C:2]#[CH:3])[NH:4][CH:5]=[N:6][c:7]1[cH:8][cH:9][c:10](-[c:13]2[n:14][c:15]([CH3:18])[nH:16][cH:17]2)[cH:11][cH:12]1>>[CH3:1][NH:4][CH:5]=[N:6][c:7]1[cH:8][cH:9][c:10](-[c:13]2[n:14][c:15]([CH3:18])[nH:16][cH:17]2)[cH:11][cH:12]1. Starting materials: C([O-])([O-])=O.[Na+].[Na+] (Sodium carbonate), Cl.NO (hydroxylamine hydrochloride), O=C(CCC(=O)O)C1=CC=C(C=C1)N1CCC(CC1)C1=CC=CC=C1 (4-Oxo-4-[4-(4-phenyl-piperidin-1-yl)-phenyl]-butyric acid). The solvent is O (water), C(C)O (ethanol). Conditions: time 15 minute. The product is O\N=C(\CCC(=O)O)/C1=CC=C(C=C1)N1CCC(CC1)C1=CC=CC=C1 (Z-4-Hydroxyimino-4-[4-(4-phenyl-piperidin-1-yl)-phenyl]-butyric acid). The yield is 37.5%. RXN SMILES: C(=O)([O-])[O-].[Na+].[Na+].Cl.[NH2:8][OH:9].O=[C:11]([C:17]1[CH:22]=[CH:21][C:20]([N:23]2[CH2:28][CH2:27][CH:26]([C:29]3[CH:34]=[CH:33][CH:32]=[CH:31][CH:30]=3)[CH2:25][CH2:24]2)=[CH:19][CH:18]=1)[CH2:12][CH2:13][C:14]([OH:16])=[O:15]>O.C(O)C>[OH:9]/[N:8]=[C:11](\[C:17]1[CH:22]=[CH:21][C:20]([N:23]2[CH2:28][CH2:27][CH:26]([C:29]3[CH:34]=[CH:33][CH:32]=[CH:31][CH:30]=3)[CH2:25][CH2:24]2)=[CH:19][CH:18]=1)/[CH2:12][CH2:13][C:14]([OH:16])=[O:15] |f:0.1.2,3.4|. Procedure details: Sodium carbonate (0.80 g, 5.76 mmol) was added to hydroxylamine hydrochloride (0.80 g, 11.5 mmol) in water (3 mL), and the mixture stirred for 15 minutes with ice cooling. The resulting mixture was added to 4-oxo-4-[4-(4-phenyl-piperidin-1-yl)-phenyl]-butyric acid (2.99 g, 8.86 mmol) (Example 1) in ethanol (50 mL) and the resulting mixture refluxed for 6 hours, concentrated to one-third volume, and allowed to cool. The resulting precipitate was dissolved in hot sodium bicarbonate solution, filte...